From a dataset of the Open Reaction Database (ORD), a public repository of structured organic reaction records. describe an organic reaction: reactants, conditions, products, and yield The reactants are CC(O)c1ccccc1Br, [Li]CCCC, CCOC(=O)N1CCC(=O)CC1, C1CCOC1. The product is CCOC(=O)N1CCC(O)(c2ccccc2C(C)O)CC1. RXN SMILES: [Br:1][c:2]1[c:3]([CH:8]([CH3:9])[OH:10])[cH:4][cH:5][cH:6][cH:7]1.[Li:11][CH2:12][CH2:13][CH2:14][CH3:15].[O:16]=[C:17]1[CH2:18][CH2:19][N:20]([C:23](=[O:24])[O:25][CH2:26][CH3:27])[CH2:21][CH2:22]1.[O:28]1[CH2:29][CH2:30][CH2:31][CH2:32]1>>[c:2]1([C:17]2([OH:16])[CH2:18][CH2:19][N:20]([C:23](=[O:24])[O:25][CH2:26][CH3:27])[CH2:21][CH2:22]2)[c:3]([CH:8]([CH3:9])[OH:10])[cH:4][cH:5][cH:6][cH:7]1. Reactants: COc1ccc(-c2nnc(SC)nc2-c2ccc(OC)cc2)cc1, CN1CCNCC1, O. Product: COc1ccc(-c2nnc(N3CCN(C)CC3)nc2-c2ccc(OC)cc2)cc1. Reaction SMILES: [CH3:1][O:2][c:3]1[cH:4][cH:5][c:6](-[c:9]2[n:10][c:11]([S:23][CH3:24])[n:12][n:13][c:14]2-[c:15]2[cH:16][cH:17][c:18]([O:21][CH3:22])[cH:19][cH:20]2)[cH:7][cH:8]1.[CH3:25][N:26]1[CH2:27][CH2:28][NH:29][CH2:30][CH2:31]1.[OH2:32]>>[CH3:1][O:2][c:3]1[cH:4][cH:5][c:6](-[c:9]2[n:10][c:11]([N:29]3[CH2:28][CH2:27][N:26]([CH3:25])[CH2:31][CH2:30]3)[n:12][n:13][c:14]2-[c:15]2[cH:16][cH:17][c:18]([O:21][CH3:22])[cH:19][cH:20]2)[cH:7][cH:8]1. Starting materials: Cl (hydrochloric acid), C(C)(C)(C)C1=CC(=C(C=C1)/C=C/C=C/C(=O)N1CCN(CC1)CCCN1CCN(CC1)C(\C=C\C=C\C1=C(C=C(C=C1)C(C)(C)C)OC)=O)OC (1,3-bis[4-[(E,E)-5-(4-tert-butyl-2-methoxyphenyl)-2,4-pentadienoyl]-1-piperazinyl]propane). Solvent: C(C)O (ethanol). Yields the product Cl.Cl.C(C)(C)(C)C1=CC(=C(C=C1)/C=C/C=C/C(=O)N1CCN(CC1)CCCN1CCN(CC1)C(\C=C\C=C\C1=C(C=C(C=C1)C(C)(C)C)OC)=O)OC (1,3-bis[4-[(E,E)-5-(4-tert-Butyl-2-methoxyphenyl)-2,4-pentadienoyl]-1-piperazinyl]propane Dihydrochloride). Reaction SMILES: [ClH:1].[C:2]([C:6]1[CH:11]=[CH:10][C:9](/[CH:12]=[CH:13]/[CH:14]=[CH:15]/[C:16]([N:18]2[CH2:23][CH2:22][N:21]([CH2:24][CH2:25][CH2:26][N:27]3[CH2:32][CH2:31][N:30]([C:33](=[O:50])/[CH:34]=[CH:35]/[CH:36]=[CH:37]/[C:38]4[CH:43]=[CH:42][C:41]([C:44]([CH3:47])([CH3:46])[CH3:45])=[CH:40][C:39]=4[O:48][CH3:49])[CH2:29][CH2:28]3)[CH2:20][CH2:19]2)=[O:17])=[C:8]([O:51][CH3:52])[CH:7]=1)([CH3:5])([CH3:4])[CH3:3]>C(O)C>[ClH:1].[ClH:1].[C:2]([C:6]1[CH:11]=[CH:10][C:9](/[CH:12]=[CH:13]/[CH:14]=[CH:15]/[C:16]([N:18]2[CH2:19][CH2:20][N:21]([CH2:24][CH2:25][CH2:26][N:27]3[CH2:32][CH2:31][N:30]([C:33](=[O:50])/[CH:34]=[CH:35]/[CH:36]=[CH:37]/[C:38]4[CH:43]=[CH:42][C:41]([C:44]([CH3:45])([CH3:47])[CH3:46])=[CH:40][C:39]=4[O:48][CH3:49])[CH2:29][CH2:28]3)[CH2:22][CH2:23]2)=[O:17])=[C:8]([O:51][CH3:52])[CH:7]=1)([CH3:3])([CH3:4])[CH3:5] |f:3.4.5|. Procedure details: Concentrated hydrochloric acid (0.025 ml; 0.30 mmol) was added to a solution of 1,3-bis[4-[(E,E)-5-(4-tert-butyl-2-methoxyphenyl)-2,4-pentadienoyl]-1-piperazinyl]propane (49 mg; 0.070 mmol) in ethanol (5 ml) and the reaction mixture was concentrated under reduced pressure. A process of adding ethanol (10 ml) to the residue and concentrating the mixture under reduced pressure was performed twice to obtain the title compound as a pale yellow amorphous powder. Starting materials: CC(C)(C)COc1cnc2c(c1)C1(COC(N)=N1)c1cc(Br)ccc1O2, CC1(C#C[Si](C)(C)C)COC1, CC(C)NC(C)C, I[Cu]I, CN(C)C=O, c1ccc(P(c2ccccc2)(c2ccccc2)[Pd](P(c2ccccc2)(c2ccccc2)c2ccccc2)(P(c2ccccc2)(c2ccccc2)c2ccccc2)P(c2ccccc2)(c2ccccc2)c2ccccc2)cc1. The product is CC(C)(C)COc1cnc2c(c1)C1(COC(N)=N1)c1cc(C#CC3(C)COC3)ccc1O2. RXN SMILES: [Br:1][c:2]1[cH:3][c:4]2[c:19]([cH:20][cH:21]1)[O:18][c:7]1[c:6]([cH:11][c:10]([O:12][CH2:13][C:14]([CH3:15])([CH3:16])[CH3:17])[cH:9][n:8]1)[C:5]21[N:22]=[C:23]([NH2:26])[O:24][CH2:25]1.[CH3:39][Si:40]([C:41]#[C:42][C:43]1([CH3:47])[CH2:44][O:45][CH2:46]1)([CH3:48])[CH3:49].[CH:32]([NH:33][CH:34]([CH3:35])[CH3:36])([CH3:37])[CH3:38].[Cu:50]([I:51])[I:52].[O:27]=[CH:28][N:29]([CH3:30])[CH3:31].[cH:53]1[cH:54][cH:55][c:56]([P:57]([Pd:58]([P:59]([c:60]2[cH:61][cH:62][cH:63][cH:64][cH:65]2)([c:66]2[cH:67][cH:68][cH:69][cH:70][cH:71]2)[c:72]2[cH:73][cH:74][cH:75][cH:76][cH:77]2)([P:78]([c:79]2[cH:80][cH:81][cH:82][cH:83][cH:84]2)([c:85]2[cH:86][cH:87][cH:88][cH:89][cH:90]2)[c:91]2[cH:92][cH:93][cH:94][cH:95][cH:96]2)[P:97]([c:98]2[cH:99][cH:100][cH:101][cH:102][cH:103]2)([c:104]2[cH:105][cH:106][cH:107][cH:108][cH:109]2)[c:110]2[cH:111][cH:112][cH:113][cH:114][cH:115]2)([c:116]2[cH:117][cH:118][cH:119][cH:120][cH:121]2)[c:122]2[cH:123][cH:124][cH:125][cH:126][cH:127]2)[cH:128][cH:129]1>>[c:2]1([C:41]#[C:42][C:43]2([CH3:47])[CH2:44][O:45][CH2:46]2)[cH:3][c:4]2[c:19]([cH:20][cH:21]1)[O:18][c:7]1[c:6]([cH:11][c:10]([O:12][CH2:13][C:14]([CH3:15])([CH3:16])[CH3:17])[cH:9][n:8]1)[C:5]21[N:22]=[C:23]([NH2:26])[O:24][CH2:25]1. Reactants: C1(=CC=CC=C1)[Li] (phenyllithium), [Br-].S1C(=CC=C1)C[P+](C1=CC=CC=C1)(C1=CC=CC=C1)C1=CC=CC=C1 (thiophene-2-ylmethyltriphenylphosphonium bromide), C(CCC)N(C1=CC(=C(C=O)C(=C1)OC)OC)CCCC (4-dibutylamino-2,6-dimethoxybenzaldehyde), ice water, C(Cl)(Cl)Cl (chloroform). The solvent is O1CCCC1 (tetrahydrofuran), O1CCCC1 (tetrahydrofuran). Product: C(CCC)N(C1=CC(=C(C(=C1)OC)C=CC=1SC=CC1)OC)CCCC (2-[2-(4-dibutylamino-2,6-dimethoxyphenyl)vinyl]thiophene). Isolated yield 62.6%. Reaction SMILES: C1([Li])C=CC=CC=1.[Br-].[S:9]1[CH:13]=[CH:12][CH:11]=[C:10]1[CH2:14][P+](C1C=CC=CC=1)(C1C=CC=CC=1)C1C=CC=CC=1.[CH2:34]([N:38]([CH2:51][CH2:52][CH2:53][CH3:54])[C:39]1[CH:46]=[C:45]([O:47][CH3:48])[C:42]([CH:43]=O)=[C:41]([O:49][CH3:50])[CH:40]=1)[CH2:35][CH2:36][CH3:37].C(Cl)(Cl)Cl>O1CCCC1>[CH2:34]([N:38]([CH2:51][CH2:52][CH2:53][CH3:54])[C:39]1[CH:46]=[C:45]([O:47][CH3:48])[C:42]([CH:43]=[CH:14][C:10]2[S:9][CH:13]=[CH:12][CH:11]=2)=[C:41]([O:49][CH3:50])[CH:40]=1)[CH2:35][CH2:36][CH3:37] |f:1.2|. Procedure: In a stream of argon, to 30 ml of tetrahydrofuran was added 3.76 g of a 19% phenyllithium solution (8.5 mmol), and 0.78 g (1.98 mmol) of thiophene-2-ylmethyltriphenylphosphonium bromide was added thereto under cooling. After the mixture was well-stirred, 0.58 g (1.98 mmol) of 4-dibutylamino-2,6-dimethoxybenzaldehyde dissolved in 3 ml of tetrahydrofuran was added dropwise. The mixture was stirred for 1.5 hours. After the mixture was poured into 70 ml of ice water, extraction with 200 ml of chloro... The reactants are BrC=1C=NC=C(C1)C#CC1=CC=CC=C1 (3-bromo-5-phenylethynylpyridine), [I-].[Na+] (sodium iodide), CNCCNC (N,N′-dimethylethylenediamine). The reagents and catalysts are [Cu]I (copper (I) iodide). Run in O1CCOCC1 (1,4-dioxane), C(C)(=O)OCC (ethyl acetate). Product: IC=1C=NC=C(C1)C#CC1=CC=CC=C1 (3-Iodo-5-phenylethynylpyridine). The yield is 80.8%. RXN SMILES: Br[C:2]1[CH:3]=[N:4][CH:5]=[C:6]([C:8]#[C:9][C:10]2[CH:15]=[CH:14][CH:13]=[CH:12][CH:11]=2)[CH:7]=1.[I-:16].[Na+].CNCCNC>O1CCOCC1.C(OCC)(=O)C.[Cu]I>[I:16][C:2]1[CH:3]=[N:4][CH:5]=[C:6]([C:8]#[C:9][C:10]2[CH:15]=[CH:14][CH:13]=[CH:12][CH:11]=2)[CH:7]=1 |f:1.2|. Reported procedure: Heat a mixture of 3-bromo-5-phenylethynylpyridine (5.71 g, 22.12 mmol), (prepared essentially as described in EXAMPLE 9), copper (I) iodide (211 mg, 1.1 mmol), sodium iodide (6.63 g, 44.24 mmol) and N,N′-dimethylethylenediamine (0.24 mL, 2.21 mmol) in 1,4-dioxane (20 mL) at 110° C. for 60 h. Cool to room temperature, dilute with ethyl acetate and wash with a saturated aqueous solution of sodium chloride, and dry (sodium sulfate). Purify the residue by silica gel chromatography, eluting with 15:1... The reactants are CCNCCC(C)(C)C, ClCCCl, COc1ccc2oc(C(=O)C(C)(C)C)c(CC(=O)O)c2c1, CCN(C(C)C)C(C)C, Cl, CN(C)C=O, On1nnc2ccccc21. Yields the product CCN(CCC(C)(C)C)C(=O)Cc1c(C(=O)C(C)(C)C)oc2ccc(OC)cc12. As a reaction SMILES: [CH2:33]([CH3:34])[NH:35][CH2:36][CH2:37][C:38]([CH3:39])([CH3:40])[CH3:41].[CH2:56]([Cl:57])[CH2:58][Cl:59].[CH3:1][C:2]([C:3](=[O:4])[c:5]1[o:6][c:7]2[c:8]([c:9]1[CH2:10][C:11](=[O:12])[OH:13])[cH:14][c:15]([O:18][CH3:19])[cH:16][cH:17]2)([CH3:20])[CH3:21].[CH:42]([N:43]([CH2:44][CH3:45])[CH:46]([CH3:47])[CH3:48])([CH3:49])[CH3:50].[ClH:32].[O:51]=[CH:52][N:53]([CH3:54])[CH3:55].[OH:22][n:23]1[c:24]2[c:25]([cH:26][cH:27][cH:28][cH:29]2)[n:30][n:31]1>>[CH3:1][C:2]([C:3](=[O:4])[c:5]1[o:6][c:7]2[c:8]([c:9]1[CH2:10][C:11](=[O:13])[N:35]([CH2:33][CH3:34])[CH2:36][CH2:37][C:38]([CH3:39])([CH3:40])[CH3:41])[cH:14][c:15]([O:18][CH3:19])[cH:16][cH:17]2)([CH3:20])[CH3:21]. Product: CCOC(=O)CCCOc1ccc(C(=C2CC(C)(C)CC(C)(C)C2)c2ccccc2)cc1. Reaction SMILES: [CH3:40][C:41](=[O:42])[CH3:43].[Cl:31][CH2:32][CH2:33][CH2:34][C:35](=[O:36])[O:37][CH2:38][CH3:39].[K+:25].[K+:26].[O-:27][C:28]([O-:29])=[O:30].[c:1]1([C:7]([c:8]2[cH:9][cH:10][c:11]([OH:14])[cH:12][cH:13]2)=[C:15]2[CH2:16][C:17]([CH3:23])([CH3:24])[CH2:18][C:19]([CH3:21])([CH3:22])[CH2:20]2)[cH:2][cH:3][cH:4][cH:5][cH:6]1>>[c:1]1([C:7]([c:8]2[cH:9][cH:10][c:11]([O:14][CH2:32][CH2:33][CH2:34][C:35](=[O:36])[O:37][CH2:38][CH3:39])[cH:12][cH:13]2)=[C:15]2[CH2:16][C:17]([CH3:23])([CH3:24])[CH2:18][C:19]([CH3:21])([CH3:22])[CH2:20]2)[cH:2][cH:3][cH:4][cH:5][cH:6]1. Starting materials: CC(C)=O, CCOC(=O)CCCCl, [K+], [K+], O=C([O-])[O-], CC1(C)CC(=C(c2ccccc2)c2ccc(O)cc2)CC(C)(C)C1.